Dataset: the Open Reaction Database (ORD), a public repository of structured organic reaction records. Task: describe an organic reaction: reactants, conditions, products, and yield Reported procedure: To NaOH (480 mg, 12.0 mmol, 1.20 equiv) in MeOH (20 mL) at 23° C. was added 4-biphenylboronic acid (1.98 g, 10.0 mmol, 1.00 equiv). After stirring for 15 min at 23° C., the reaction mixture was cooled to 0° C. and was added to AgOTf (7.71 g, 30.0 mmol, 3.00 equiv). After stirring for 30 min at 0° C., the solvent was removed under reduced pressure at 0° C. and the residual MeOH was completely removed by co-evaporation with acetone (20 mL×2). To the residue was added acetone (50 mL), MS3 Å (5.0 g)... The solvent is CO (MeOH). The reagents and catalysts are C(F)(F)(F)S(=O)(=O)[O-].[Ag+] (AgOTf). Reaction conditions: temperature 23 celsius, time 15 minute. Reaction SMILES: [OH-].[Na+].[C:3]1([C:12]2[CH:17]=[CH:16][CH:15]=[CH:14][CH:13]=2)[CH:8]=[CH:7][C:6](B(O)O)=[CH:5][CH:4]=1.CC(C)=O.[F:22][BH-](F)F.F[BH-](F)F.ClC[N+]12CC[N+](F)(CC1)CC2>CO.C(S([O-])(=O)=O)(F)(F)F.[Ag+]>[F:22][C:6]1[CH:7]=[CH:8][C:3]([C:12]2[CH:17]=[CH:16][CH:15]=[CH:14][CH:13]=2)=[CH:4][CH:5]=1 |f:0.1,4.5.6,8.9|. The product is FC1=CC=C(C=C1)C1=CC=CC=C1 (4-fluorobiphenyl). Reactants: [OH-].[Na+] (NaOH), C1(=CC=C(C=C1)B(O)O)C1=CC=CC=C1 (4-biphenylboronic acid), CC(=O)C (acetone), F[BH-](F)F.F[BH-](F)F.ClC[N+]12CC[N+](CC1)(CC2)F (1-chloromethyl-4-fluoro-1,4-diazoniabicyclo[2.2.2]octane bis(trifluoroborate)). Isolated yield 94.1%. Product: C1(CCCCC1)C(C=1C(=NN(C1)C1=NC=C(C=C1)C(F)(F)F)C(C)C)NC1=CC=C(C=C1)C(=O)N(CCC(=O)O)C (3-[({4-[(cyclohexyl{3-(1-methylethyl)-1-[5-(trifluoromethyl)pyridin-2-yl]-1H-pyrazol-4-yl}methyl)amino]phenyl}carbonyl)(methyl)amino]propanoic acid). Reactants: C1(CCCCC1)C(O)C=1C(=NN(C1)C1=NC=C(C=C1)C(F)(F)F)C(C)C (cyclohexyl{3-(1-methylethyl)-1-[5-(trifluoromethyl)pyridin-2-yl]-1H-pyrazol-4-yl}methanol), NC1=CC=C(C=C1)C(=O)N(CCC(=O)OCC)C (ethyl 3-{[(4-aminophenyl)carbonyl](methyl)amino}propanoate). Procedure: Using cyclohexyl{3-(1-methylethyl)-1-[5-(trifluoromethyl)pyridin-2-yl]-1H-pyrazol-4-yl}methanol (0.65 g) synthesized in Example 7(3) and ethyl 3-{[(4-aminophenyl)carbonyl](methyl)amino}propanoate (0.34 g) synthesized in Example 2(2) and in the same manner as in Example 1(7), the title object compound (0.16 g, 21%) was obtained as a white solid. Isolated yield 20.6%. RXN SMILES: [CH:1]1([CH:7]([C:9]2[C:10]([CH:24]([CH3:26])[CH3:25])=[N:11][N:12]([C:14]3[CH:19]=[CH:18][C:17]([C:20]([F:23])([F:22])[F:21])=[CH:16][N:15]=3)[CH:13]=2)O)[CH2:6][CH2:5][CH2:4][CH2:3][CH2:2]1.[NH2:27][C:28]1[CH:33]=[CH:32][C:31]([C:34]([N:36]([CH3:44])[CH2:37][CH2:38][C:39]([O:41]CC)=[O:40])=[O:35])=[CH:30][CH:29]=1>>[CH:1]1([CH:7]([NH:27][C:28]2[CH:29]=[CH:30][C:31]([C:34]([N:36]([CH3:44])[CH2:37][CH2:38][C:39]([OH:41])=[O:40])=[O:35])=[CH:32][CH:33]=2)[C:9]2[C:10]([CH:24]([CH3:26])[CH3:25])=[N:11][N:12]([C:14]3[CH:19]=[CH:18][C:17]([C:20]([F:23])([F:22])[F:21])=[CH:16][N:15]=3)[CH:13]=2)[CH2:6][CH2:5][CH2:4][CH2:3][CH2:2]1. The reactants are 4-chloro-3-nitroquinolines, S(C)(=O)(=O)[O-] (mesylate), ClC1=C(C=NC2=CC=C(C=C12)I)[N+](=O)[O-] (4-chloro-6-iodo-3-nitro-quinoline), halogen, [O-]S(=O)(=O)C(F)(F)F (triflate), BrC=1C=C2C(=C(C=NC2=CC1)[N+](=O)[O-])Cl (6-bromo-4-chloro-3-nitro-quinoline). The product is N1C=NC=2C=NC=3C=CC=CC3C21 (imidazo[4,5-c]quinoline). As a reaction SMILES: [O-]S(C(F)(F)F)(=O)=O.S([O-])(=O)(=O)C.Cl[C:15]1[C:24]2[C:19](=[CH:20][CH:21]=[C:22](I)[CH:23]=2)[N:18]=[CH:17][C:16]=1[N+:26]([O-])=O.BrC1C=C2C(=CC=1)[N:36]=[CH:35]C([N+]([O-])=O)=C2Cl>>[NH:36]1[C:15]2[C:24]3[CH:23]=[CH:22][CH:21]=[CH:20][C:19]=3[N:18]=[CH:17][C:16]=2[N:26]=[CH:35]1. Procedure: The imidazo[4,5-c]quinoline system is synthesised starting from 4-chloro-3-nitroquinolines D which are activated in the 6-position by a leaving group EWG, for example halogen, triflate or mesylate. Preferably 4-chloro-6-iodo-3-nitro-quinoline (D.1) or 6-bromo-4-chloro-3-nitro-quinoline (D.2) is used. Reactants: IC1=CNC2=C1C(=NC=C2)OC (3-iodo-4-methoxy-1H-pyrrolo[3,2-c]pyridine), [H-].[Na+] (sodium hydride), CC1=CC=C(C=C1)S(=O)(=O)OC1COCC1 (Tetrahydrofuran-3-yl 4-methylbenzenesulfonate). Run in CN(C)C=O (DMF). Run at time 1 hour. Yields the product IC1=CN(C2=C1C(=NC=C2)OC)C2COCC2 (3-iodo-4-methoxy-1-(tetrahydrofuran-3-yl)-1H-pyrrolo[3,2-c]pyridine). Isolated yield 91.6%. Reaction SMILES: [I:1][C:2]1[C:6]2[C:7]([O:11][CH3:12])=[N:8][CH:9]=[CH:10][C:5]=2[NH:4][CH:3]=1.[H-].[Na+].CC1C=CC(S(O[CH:26]2[CH2:30][CH2:29][O:28][CH2:27]2)(=O)=O)=CC=1>CN(C=O)C>[I:1][C:2]1[C:6]2[C:7]([O:11][CH3:12])=[N:8][CH:9]=[CH:10][C:5]=2[N:4]([CH:26]2[CH2:30][CH2:29][O:28][CH2:27]2)[CH:3]=1 |f:1.2|. Reported procedure: To a solution of 3-iodo-4-methoxy-1H-pyrrolo[3,2-c]pyridine (0.100 g) in DMF (5 mL) was added sodium hydride (60% dispersion in mineral oil, 36.1 mg), and the mixture was stirred at room temperature for 1 hr. Tetrahydrofuran-3-yl 4-methylbenzenesulfonate (221 mg) was added thereto, and the mixture was stirred overnight at room temperature. The reaction mixture was extracted with water and ethyl acetate, and the organic layer was washed with saturated brine, dried over anhydrous magnesium sulfate... The reactants are O=C[C@H](O)[C@H](O)[C@H](O)CO (D-ribose), COC(C)(C)OC (2,2-dimethoxypropane). Reagents/catalysts: C1(=CC=C(C=C1)S(=O)(=O)O)C (p-toluenesulfonic acid), C(=O)(O)[O-].[Na+] (NaHCO3). The solvent is CC(=O)C (acetone). Run at temperature 0 celsius, time 2 hour. Yields the product CC1(O[C@@H]2[C@H](OC([C@@H]2O1)O)CO)C (2,3-O-Isopropylidene-D-ribofuranose). Yield: 90.4%. Reaction SMILES: [O:1]=[CH:2][C@@H:3]([C@@H:5]([C@@H:7]([CH2:9][OH:10])[OH:8])[OH:6])[OH:4].CO[C:13](OC)([CH3:15])[CH3:14]>CC(C)=O.C1(C)C=CC(S(O)(=O)=O)=CC=1.C([O-])(O)=O.[Na+]>[CH3:14][C:13]1([CH3:15])[O:4][C@@H:3]2[C@@H:5]([C@@H:7]([CH2:9][OH:10])[O:8][CH:2]2[OH:1])[O:6]1 |f:4.5|. Procedure: A suspension of D-ribose (300 g, 1.99 mol) in acetone (3000 mL) was cooled to 0° C. and treated with p-toluenesulfonic acid (11.4 g, 0.059 mol) and 2,2-dimethoxypropane (268 mL, 2.19 mol). After stirred at room temperature for 2 h, the clear resulting mixture was neutralized with NaHCO3 (6.7 g), filtered and the filtrate was concentrated in vacuo. The residue was purified by silica gel column chromatography (EtOAc:hexane=1:2) to afford 1 (342 g, 90%) as a colorless oil. 1H NMR (CDCl3) δ 5.62 (s,...